From a dataset of the Open Reaction Database (ORD), a public repository of structured organic reaction records. describe an organic reaction: reactants, conditions, products, and yield Starting materials: C1(=CC=CC=C1)[C@@H]1NC(N[C@@H]1C1=CC=CC=C1)=S (cis-4,5-Diphenylimidazolidine-2-thione), CC=1C=C(CCl)C=CC1 (3-methylbenzyl chloride). The solvent is CCO (EtOH). Product: Cl.CC=1C=C(CSC=2N[C@@H]([C@@H](N2)C2=CC=CC=C2)C2=CC=CC=C2)C=CC1 (2-[(3-Methylbenzyl)thio]-cis-4,5-diphenyl-4,5-dihydro-1H-imidazole hydrochloride). Yield: 58.0%. RXN SMILES: [C:1]1([C@H:7]2[C@@H:11]([C:12]3[CH:17]=[CH:16][CH:15]=[CH:14][CH:13]=3)[NH:10][C:9](=[S:18])[NH:8]2)[CH:6]=[CH:5][CH:4]=[CH:3][CH:2]=1.[CH3:19][C:20]1[CH:21]=[C:22]([CH:25]=[CH:26][CH:27]=1)[CH2:23][Cl:24]>CCO>[ClH:24].[CH3:19][C:20]1[CH:21]=[C:22]([CH:25]=[CH:26][CH:27]=1)[CH2:23][S:18][C:9]1[NH:8][C@H:7]([C:1]2[CH:2]=[CH:3][CH:4]=[CH:5][CH:6]=2)[C@H:11]([C:12]2[CH:13]=[CH:14][CH:15]=[CH:16][CH:17]=2)[N:10]=1 |f:3.4|. Procedure details: A mixture of intermediate 25 (200 mg, 0.786 mmol) and 3-methylbenzyl chloride (0.207 mL, 1.57 mmol) in abs. EtOH (2 mL) is heated at 95° C. for 24 h. The reaction mixture is cooled to RT, evaporated to dryness, and the residue suspended in Et2O. The insoluble material is filtered to give 180 mg of the product 212. 1H NMR (DMSO-d6) δ 11.21 (s, 2 H), 7.50-7.20 (m, 4 H), 7.20-6.90 (m, 6 H), 6.90-6.65 (m, 4 H), 5.73 (s, 2 H), 4.75 (s, 2 H), 2.32 (s, 3 H); MS: m/z 359 (M++1). The reactants are C(C1=CC=CC=C1)(C1=CC=CC=C1)=NO (benzophenoneoxime), [H-].[Na+] (Sodium hydride), C(C)(=O)O (Acetic acid), BrCCC1=C(OC2=C1C=CC=C2OCC(=O)OC)C (methyl (3-(2-bromoethyl)-2-methylbenzofuran-7-yloxy)acetate). Run in CN(C)C=O (DMF), O (water), CN(C)C=O (DMF), CN(C)C=O (DMF). Reaction conditions: time 1 hour. Yields the product C1(=CC=CC=C1)C(C1=CC=CC=C1)=NOCCC1=C(OC2=C1C=CC=C2OCC(=O)OC)C (Methyl (3-(2-(diphenylmethyleneaminoxy)ethyl)-2-methylbenzofuran-7-yloxy)acetate). The yield is 65.0%. RXN SMILES: [H-].[Na+].[C:3](=[N:16][OH:17])([C:10]1[CH:15]=[CH:14][CH:13]=[CH:12][CH:11]=1)[C:4]1[CH:9]=[CH:8][CH:7]=[CH:6][CH:5]=1.Br[CH2:19][CH2:20][C:21]1[C:25]2[CH:26]=[CH:27][CH:28]=[C:29]([O:30][CH2:31][C:32]([O:34][CH3:35])=[O:33])[C:24]=2[O:23][C:22]=1[CH3:36].C(O)(=O)C>CN(C=O)C.O>[C:4]1([C:3](=[N:16][O:17][CH2:19][CH2:20][C:21]2[C:25]3[CH:26]=[CH:27][CH:28]=[C:29]([O:30][CH2:31][C:32]([O:34][CH3:35])=[O:33])[C:24]=3[O:23][C:22]=2[CH3:36])[C:10]2[CH:11]=[CH:12][CH:13]=[CH:14][CH:15]=2)[CH:9]=[CH:8][CH:7]=[CH:6][CH:5]=1 |f:0.1|. Procedure details: Sodium hydride (60%, 30 mg) was suspended in DMF (1 ml) and a solution of benzophenoneoxime (157 mg) in DMF (2 ml) was added dropwise thereto, followed by stirring the resulting mixture at room temperature for 1 hour. To this solution, a solution of methyl (3-(2-bromoethyl)-2-methylbenzofuran-7-yloxy)acetate (201 mg) in DMF (3 ml) was added dropwise and the solution was stirred at room temperature for 30 minutes. Acetic acid was added to this reaction solution and the resulting solution was adde...